Dataset: the Open Reaction Database (ORD), a public repository of structured organic reaction records. Task: describe an organic reaction: reactants, conditions, products, and yield Starting materials: BrC=1C=C(C=C(C1)Br)[N+](=O)[O-] (3,5-dibromonitrobenzene), CN1CCNCC1 (N-Methylpiperazine), C1=CC=C(C=C1)P(C2=CC=CC=C2)C3=C(C4=CC=CC=C4C=C3)C5=C(C=CC6=CC=CC=C65)P(C7=CC=CC=C7)C8=CC=CC=C8 ((+/−) BINAP), C(=O)([O-])[O-].[Cs+].[Cs+] (Cs2CO3). Reagents/catalysts: C=1C=CC(=CC1)/C=C/C(=O)/C=C/C2=CC=CC=C2.C=1C=CC(=CC1)/C=C/C(=O)/C=C/C2=CC=CC=C2.C=1C=CC(=CC1)/C=C/C(=O)/C=C/C2=CC=CC=C2.[Pd].[Pd] (Pd2dba3). The solvent is O1CCOCC1 (1,4-dioxane). Conditions: temperature 90 celsius, time 48 hour. The product is CN1CCN(CC1)C1=CC(=CC(=C1)[N+](=O)[O-])N1CCN(CC1)C (1-methyl-4-[3-(4-methylpiperazin-1-yl)-5-nitrophenyl]piperazine). Isolated yield 45.0%. Reaction SMILES: Br[C:2]1[CH:3]=[C:4]([N+:9]([O-:11])=[O:10])[CH:5]=[C:6](Br)[CH:7]=1.C1C=CC(P(C2C=CC3C(=CC=CC=3)C=2C2C3C(=CC=CC=3)C=CC=2P([C:52]2[CH:57]=CC=CC=2)C2C=CC=CC=2)C2C=CC=CC=2)=CC=1.C([O-])([O-])=O.[Cs+].[Cs+].[CH3:64][N:65]1[CH2:70][CH2:69][NH:68][CH2:67][CH2:66]1>C1C=CC(/C=C/C(/C=C/C2C=CC=CC=2)=O)=CC=1.C1C=CC(/C=C/C(/C=C/C2C=CC=CC=2)=O)=CC=1.C1C=CC(/C=C/C(/C=C/C2C=CC=CC=2)=O)=CC=1.[Pd].[Pd].O1CCOCC1>[CH3:64][N:65]1[CH2:70][CH2:69][N:68]([C:2]2[CH:3]=[C:4]([N+:9]([O-:11])=[O:10])[CH:5]=[C:6]([N:68]3[CH2:52][CH2:57][N:65]([CH3:64])[CH2:66][CH2:67]3)[CH:7]=2)[CH2:67][CH2:66]1 |f:2.3.4,6.7.8.9.10|. Procedure: In a oven-dried flask and under a nitrogen atmosphere, were placed 3,5-dibromonitrobenzene (500 mg, 1.78 mmol), (+/−) BINAP (110 mg, 0.1 eq), Cs2CO3 (1.62 g, 3 eq), Pd2dba3 (81 mg, 0.11 eq) and 10 mL of dry 1,4-dioxane. N-Methylpiperazine (0.47 mL, 2.4 eq) was added and the mixture was stirred at 90° C. for 48 h. The solution was filtered through a celite pad and evaporated. The residue was purified by flash chromatography on silica gel (DCM/MeOH/NH4OH//95/5/1) to yield expected compound as an o... Starting materials: O=C([O-])O, O=CO, Cn1c([N+](=O)[O-])cnc1C1=CNN(N)S1, [Na+]. The product is Cn1c([N+](=O)[O-])cnc1C1=CNN(NC=O)S1. Reaction SMILES: [C:16]([O-:17])(=[O:18])[OH:19].[CH:21]([OH:22])=[O:23].[NH2:1][N:2]1[S:3][C:4]([c:7]2[n:8]([CH3:15])[c:9]([N+:12](=[O:13])[O-:14])[cH:10][n:11]2)=[CH:5][NH:6]1.[Na+:20]>>[NH:1]([N:2]1[S:3][C:4]([c:7]2[n:8]([CH3:15])[c:9]([N+:12](=[O:13])[O-:14])[cH:10][n:11]2)=[CH:5][NH:6]1)[CH:16]=[O:17]. The reactants are CN(CCN(C)C)C (N,N,N',N'-tetramethylethylenediamine), B(F)(F)F.CCOCC (boron trifluoride-diethyl ether), COC1=C(C=C(C(=C1)OCOC)OC)OCOC (1,4-dimethoxy-2,5-bis(methoxymethoxy)benzene), C(CCC)[Li] (n-butyllithium). The solvent is CN(C=O)C (N,N-dimethylformamide), C(C)OCC (diethyl ether), C1=CC=CC=C1 (benzene), O1CCCC1 (tetrahydrofuran), CN(P(N(C)C)(N(C)C)=O)C (hexamethylphosphoric triamide). Reaction conditions: temperature -78 celsius, time 30 minute. Yields the product COC1=C(C=O)C(=C(C=C1OCOC)OC)OCOC (2,5-dimethoxy-3,6-bis(methoxymethoxy)benzaldehyde). Reaction SMILES: [CH3:1][O:2][C:3]1[CH:8]=[C:7]([O:9][CH2:10][O:11][CH3:12])[C:6]([O:13][CH3:14])=[CH:5][C:4]=1[O:15][CH2:16][O:17][CH3:18].CN(C)CCN(C)C.C([Li])CCC.B(F)(F)F.C[CH2:37][O:38]CC>O1CCCC1.CN(C)P(=O)(N(C)C)N(C)C.C(OCC)C.C1C=CC=CC=1.CN(C)C=O>[CH3:1][O:2][C:3]1[C:4]([O:15][CH2:16][O:17][CH3:18])=[CH:5][C:6]([O:13][CH3:14])=[C:7]([O:9][CH2:10][O:11][CH3:12])[C:8]=1[CH:37]=[O:38] |f:3.4|. Procedure details: 10 Grams of 1,4-dimethoxy-2,5-bis(methoxymethoxy)benzene was dissolved in 500 ml of anhydrous tetrahydrofuran and 50 ml of hexamethylphosphoric triamide. Next 7 ml of N,N,N',N'-tetramethylethylenediamine (TMEDA) was added thereto, and under argon gas stream, the reaction mixture was cooled to -78° C. Then 30 ml of n-butyllithium (1.6M solution) was added dropwise to the reaction mixture and stirred for 30 minutes. Next, 10 ml of anhydrous N,N-dimethylformamide (DMF) was added, further 0.5 ml of ... Starting materials: FC1=C(C=CC(=C1OC)OC)[N+](=O)[O-] (2-Fluoro-3,4-dimethoxy-1-nitrobenzene). The reagents and catalysts are [Pt](=O)=O (platinum(IV) oxide). Solvent: C(C)O (Ethanol). The product is FC1=C(N)C=CC(=C1OC)OC (2-fluoro-3,4-dimethoxyaniline). Isolated yield 94.6%. Reaction SMILES: [F:1][C:2]1[C:7]([O:8][CH3:9])=[C:6]([O:10][CH3:11])[CH:5]=[CH:4][C:3]=1[N+:12]([O-])=O>C(O)C.[Pt](=O)=O>[F:1][C:2]1[C:7]([O:8][CH3:9])=[C:6]([O:10][CH3:11])[CH:5]=[CH:4][C:3]=1[NH2:12]. Procedure details: 2-Fluoro-3,4-dimethoxy-1-nitrobenzene (52 g, 259 mmol) was hydrogenated on a Par shaker (30 psi) in Ethanol (300 mL) with platinum(IV) oxide (5 g, 22.02 mmol) at r.t. for 30 mins. LCMS indicated completion of the reaction. The catalyst was filtered off and the filtrate was concentrated to afford 2-fluoro-3,4-dimethoxyaniline (42 g, 245 mmol, 95% yield) as a brown oil. LCMS (M+H)+: 172.0. Reactants: C1N2CN3CN1CN(C2)C3, O=S1(=O)N2CN3CN1CP(C3)C2, NS(N)(=O)=O, N, [NH4+], [OH-], O, OCP(CO)CO. The product is C1N2CN3CP(C2)CN1S3. As a reaction SMILES: [CH2:2]1[N:3]2[CH2:4][N:5]3[CH2:6][N:7]([CH2:8]2)[CH2:9][N:10]1[CH2:11]3.[N:12]12[S:13](=[O:22])(=[O:23])[N:14]3[CH2:15][N:16]([CH2:17][P:18]([CH2:19]1)[CH2:20]3)[CH2:21]2.[NH2:33][S:34](=[O:35])(=[O:36])[NH2:37].[NH3:1].[NH4+:31].[OH-:32].[OH2:38].[OH:24][CH2:25][P:26]([CH2:27][OH:28])[CH2:29][OH:30]>>[N:12]12[S:13][N:14]3[CH2:15][N:16]([CH2:17][P:18]([CH2:19]1)[CH2:20]3)[CH2:21]2. Reactants: ClC1=NN(C=C1)C=1C=NC=CC1 (3-(3-chloro-1H-pyrazol-1-yl)pyridine), Cl.Cl.N(N)C=1C=NC=CC1 (3-hydrazinopyridine dihydrochloride), C(C=C)(=O)OC (methyl acrylate), C[O-].[Na+] (sodium methoxide), [O-]CC.[Na+] (sodium ethoxide). The product is N1=CC(=CC=C1)N1NC(CC1)=O (1-(pyridin-3-yl)pyrazolidin-3-one). RXN SMILES: Cl[C:2]1[CH:6]=[CH:5][N:4]([C:7]2[CH:8]=[N:9][CH:10]=[CH:11][CH:12]=2)[N:3]=1.Cl.Cl.N(C1C=NC=CC=1)N.C(OC)(=[O:26])C=C.C[O-].[Na+].[O-]CC.[Na+]>>[N:9]1[CH:10]=[CH:11][CH:12]=[C:7]([N:4]2[CH2:5][CH2:6][C:2](=[O:26])[NH:3]2)[CH:8]=1 |f:1.2.3,5.6,7.8|. Procedure: 3-(3-Chloro-1H-pyrazol-1-yl)pyridine (5b) may also be prepared through a three step, no isolation reaction sequence as disclosed in Scheme 6. In step a2, 3-hydrazinopyridine dihydrochloride is reacted with methyl acrylate in the presence of a base such as sodium methoxide or sodium ethoxide to yield 1-(pyridin-3-yl)pyrazolidin-3-one, followed by chlorination of 1-(pyridine-3-yl)pyrazolidin-3-one with phosphoryl chloride in a two-step process to yield 3-chloro-dihydropryazole (5a). In step b2, 3-...